This data is from the Open Reaction Database (ORD), a public repository of structured organic reaction records. The task is: describe an organic reaction: reactants, conditions, products, and yield Reactants: ClCCCl, CN1CCOCC1, [N-]=[N+]=NCc1c(-c2ccccc2)nc2ccccc2c1C(=O)O, C1CCOC1, O, On1nnc2ccccc21, CCC(N)c1ccccc1. Yields the product CCC(NC(=O)c1c(CN=[N+]=[N-])c(-c2ccccc2)nc2ccccc12)c1ccccc1. As a reaction SMILES: [CH2:42]([Cl:43])[CH2:44][Cl:45].[CH3:35][N:36]1[CH2:37][CH2:38][O:39][CH2:40][CH2:41]1.[N:1](=[N+:2]=[N-:3])[CH2:4][c:5]1[c:6](-[c:18]2[cH:19][cH:20][cH:21][cH:22][cH:23]2)[n:7][c:8]2[cH:9][cH:10][cH:11][cH:12][c:13]2[c:14]1[C:15](=[O:16])[OH:17].[O:56]1[CH2:57][CH2:58][CH2:59][CH2:60]1.[OH2:34].[OH:24][n:25]1[c:26]2[c:27]([cH:28][cH:29][cH:30][cH:31]2)[n:32][n:33]1.[c:46]1([CH:52]([CH2:53][CH3:54])[NH2:55])[cH:47][cH:48][cH:49][cH:50][cH:51]1>>[N:1](=[N+:2]=[N-:3])[CH2:4][c:5]1[c:6](-[c:18]2[cH:19][cH:20][cH:21][cH:22][cH:23]2)[n:7][c:8]2[cH:9][cH:10][cH:11][cH:12][c:13]2[c:14]1[C:15](=[O:17])[NH:55][CH:52]([c:46]1[cH:47][cH:48][cH:49][cH:50][cH:51]1)[CH2:53][CH3:54]. As a reaction SMILES: [C:1]([OH:2])(=[O:3])[CH3:4].[CH3:27][O:28][C:29]([c:30]1[c:31]([S:37](=[O:38])(=[O:39])[Cl:40])[c:32]([CH3:36])[cH:33][cH:34][cH:35]1)=[O:41].[F:5][C:6]([O:7][c:8]1[cH:9][cH:10][c:11]([N:14]2[C:15](=[O:24])[C:16]3([CH2:17][CH2:18]2)[CH2:19][CH2:20][NH:21][CH2:22][CH2:23]3)[cH:12][cH:13]1)([F:25])[F:26]>>[F:5][C:6]([O:7][c:8]1[cH:9][cH:10][c:11]([N:14]2[C:15](=[O:24])[C:16]3([CH2:17][CH2:18]2)[CH2:19][CH2:20][N:21]([S:37]([c:31]2[c:30]([C:29]([O:28][CH3:27])=[O:41])[cH:35][cH:34][cH:33][c:32]2[CH3:36])(=[O:38])=[O:39])[CH2:22][CH2:23]3)[cH:12][cH:13]1)([F:25])[F:26]. The product is COC(=O)c1cccc(C)c1S(=O)(=O)N1CCC2(CCN(c3ccc(OC(F)(F)F)cc3)C2=O)CC1. Reactants: CC(=O)O, COC(=O)c1cccc(C)c1S(=O)(=O)Cl, O=C1N(c2ccc(OC(F)(F)F)cc2)CCC12CCNCC2. The reactants are C[Si](C#CC1=C(C=C(C(=C1)F)F)F)(C)C (trimethyl((2,4,5-trifluorophenyl)ethynyl)silane), C(=O)([O-])[O-].[K+].[K+] (K2CO3). Solvent: CO (MeOH). Reaction conditions: time 3.5 hour. The product is C(#C)C1=C(C=C(C(=C1)F)F)F (1-Ethynyl-2,4,5-trifluorobenzene). Isolated yield 20.9%. Reaction SMILES: C[Si](C)(C)[C:3]#[C:4][C:5]1[CH:10]=[C:9]([F:11])[C:8]([F:12])=[CH:7][C:6]=1[F:13].C([O-])([O-])=O.[K+].[K+]>CO>[C:4]([C:5]1[CH:10]=[C:9]([F:11])[C:8]([F:12])=[CH:7][C:6]=1[F:13])#[CH:3] |f:1.2.3|. Reported procedure: A mixture of trimethyl((2,4,5-trifluorophenyl)ethynyl)silane (10 g, 46 mmol, prepared using General Procedure J from 1-bromo-2,4,5-trifluorobenzene and ethynyltrimethylsilane), K2CO3 (0.64 g, 4.6 mmol) and MeOH (25 mL) was stirred at ambient temperature for about 3.5 h. The reaction was quenched with water and extracted with Et2O. The organic layer was concentrated under reduced pressure. The crude material was purified by silica gel chromatography using pentane as eluent to give the title compo...